This data is from the Open Reaction Database (ORD), a public repository of structured organic reaction records. The task is: describe an organic reaction: reactants, conditions, products, and yield The reactants are CC(C)(C)OC(=O)N1CCCC2(CCN(Cc3ccccc3)C2)C1COS(C)(=O)=O, CN(C)C=O, [N-]=[N+]=[N-], [Na+], O. Yields the product CC(C)(C)OC(=O)N1CCCC2(CCN(Cc3ccccc3)C2)C1N=[N+]=[N-]. Reaction SMILES: [CH2:1]([c:2]1[cH:3][cH:4][cH:5][cH:6][cH:7]1)[N:8]1[CH2:9][C:10]2([CH2:11][CH2:12]1)[CH:13]([CH2:25][O:26][S:27]([CH3:28])(=[O:29])=[O:30])[N:14]([C:18](=[O:19])[O:20][C:21]([CH3:22])([CH3:23])[CH3:24])[CH2:15][CH2:16][CH2:17]2.[CH3:36][N:37]([CH3:38])[CH:39]=[O:40].[N-:32]=[N+:33]=[N-:34].[Na+:31].[OH2:35]>>[CH2:1]([c:2]1[cH:3][cH:4][cH:5][cH:6][cH:7]1)[N:8]1[CH2:9][C:10]2([CH2:11][CH2:12]1)[CH:13]([N:32]=[N+:33]=[N-:34])[N:14]([C:18](=[O:19])[O:20][C:21]([CH3:22])([CH3:23])[CH3:24])[CH2:15][CH2:16][CH2:17]2. The reactants are ClC=1C=C(C=CC1)S(=O)(=O)NC=1C=C(C(=O)NC2=CC(=C(C(=O)O)C=C2)OC)C=CC1 (4-[3-(3-Chloro-benzenesulfonylamino)-benzoylamino]-2-methoxy-benzoic acid), ClC=1C=C(C=CC1)S(=O)(=O)Cl (3-chloro-benzenesulfonyl chloride). Yields the product C(C)OC(C1=C(C=C(C=C1)NC(C1=CC(=CC=C1)NS(=O)(=O)C1=CC(=CC=C1)Cl)=O)OC)=O (4-[3-(3-chloro-benzenesulfonylamino)-benzoylamino]-2-methoxy-benzoic acid ethyl ester). Reaction SMILES: [Cl:1][C:2]1[CH:3]=[C:4]([S:8]([NH:11][C:12]2[CH:13]=[C:14]([CH:29]=[CH:30][CH:31]=2)[C:15]([NH:17][C:18]2[CH:26]=[CH:25][C:21]([C:22]([OH:24])=[O:23])=[C:20]([O:27][CH3:28])[CH:19]=2)=[O:16])(=[O:10])=[O:9])[CH:5]=[CH:6][CH:7]=1.Cl[C:33]1C=C(S(Cl)(=O)=O)C=C[CH:38]=1>>[CH2:33]([O:23][C:22](=[O:24])[C:21]1[CH:25]=[CH:26][C:18]([NH:17][C:15](=[O:16])[C:14]2[CH:29]=[CH:30][CH:31]=[C:12]([NH:11][S:8]([C:4]3[CH:5]=[CH:6][CH:7]=[C:2]([Cl:1])[CH:3]=3)(=[O:9])=[O:10])[CH:13]=2)=[CH:19][C:20]=1[O:27][CH3:28])[CH3:38]. Reported procedure: 4-[3-(3-Chloro-benzenesulfonylamino)-benzoylamino]-2-methoxy-benzoic acid, MS (ISP): m/e=459.3 (M+H+), was prepared in analogy to example 17, steps A to D. Step C was performed using 3-chloro-benzenesulfonyl chloride and yielded 4-[3-(3-chloro-benzenesulfonylamino)-benzoylamino]-2-methoxy-benzoic acid ethyl ester, which was hydrolyzed in step D. Starting materials: C(CCC)OCCOC1=CC=C(C=C1)C=1C=CC2=C(C=C(CCN2C(C(F)(F)F)=O)C(=O)NC2=CC=C(C=C2)C(C2=NC=C(C=C2)Cl)O)C1 (7-[4-(2-butoxyethoxy)phenyl]-N-[4-[hydroxy(5-chloropyridin-2-yl)methyl]phenyl]-1-trifluoroacetyl-2,3-dihydro-1H-1-benzazepine-4-carboxamide), ClC1=CC(=CC=C1)C(=O)OO (3-chloroperbenzoic acid), S(=S)(=O)([O-])[O-].[Na+].[Na+] (sodium thiosulfate), ClC1=CC(=CC=C1)C(=O)OO (3-chloroperbenzoic acid). Solvent: ClCCl (dichloromethane). Run at time 24 hour. Yields the product C(CCC)OCCOC1=CC=C(C=C1)C=1C=CC2=C(C=C(CCN2C(C(F)(F)F)=O)C(=O)NC2=CC=C(C=C2)C(C2=[N+](C=C(C=C2)Cl)[O-])O)C1 (7-[4-(2-butoxyethoxy)phenyl]-N-[4-[hydroxy(5-chloro-1-oxidopyridin-2-yl)methyl]phenyl]-1-trifluoroacetyl-2,3-dihydro-1H-1-benzazepine-4-carboxamide). Isolated yield 33.5%. RXN SMILES: [CH2:1]([O:5][CH2:6][CH2:7][O:8][C:9]1[CH:14]=[CH:13][C:12]([C:15]2[CH:16]=[CH:17][C:18]3[N:24]([C:25](=[O:30])[C:26]([F:29])([F:28])[F:27])[CH2:23][CH2:22][C:21]([C:31]([NH:33][C:34]4[CH:39]=[CH:38][C:37]([CH:40]([OH:48])[C:41]5[CH:46]=[CH:45][C:44]([Cl:47])=[CH:43][N:42]=5)=[CH:36][CH:35]=4)=[O:32])=[CH:20][C:19]=3[CH:49]=2)=[CH:11][CH:10]=1)[CH2:2][CH2:3][CH3:4].ClC1C=CC=C(C(OO)=[O:58])C=1.S([O-])([O-])(=O)=S.[Na+].[Na+]>ClCCl>[CH2:1]([O:5][CH2:6][CH2:7][O:8][C:9]1[CH:10]=[CH:11][C:12]([C:15]2[CH:16]=[CH:17][C:18]3[N:24]([C:25](=[O:30])[C:26]([F:27])([F:28])[F:29])[CH2:23][CH2:22][C:21]([C:31]([NH:33][C:34]4[CH:35]=[CH:36][C:37]([CH:40]([OH:48])[C:41]5[CH:46]=[CH:45][C:44]([Cl:47])=[CH:43][N+:42]=5[O-:58])=[CH:38][CH:39]=4)=[O:32])=[CH:20][C:19]=3[CH:49]=2)=[CH:13][CH:14]=1)[CH2:2][CH2:3][CH3:4] |f:2.3.4|. Procedure details: To a solution of 7-[4-(2-butoxyethoxy)phenyl]-N-[4-[hydroxy(5-chloropyridin-2-yl)methyl]phenyl]-1-trifluoroacetyl-2,3-dihydro-1H-1-benzazepine-4-carboxamide (682 mg) in dichloromethane (15 ml) was added 3-chloroperbenzoic acid (70%, 0.29 g) at 0° C. and the mixture was stirred for 24 hours at room temperature. 3-chloroperbenzoic acid (70%, 0.29 g) was further added to the mixture at room temperature and the mixture was stirred for 18 hours. To the reaction solution was added sodium thiosulfate s... Starting materials: O=C(O)c1cnc(Cl)c(Br)c1, OCc1ccccc1, CS(C)=O, Cl, [K+], [OH-]. The product is O=C(O)c1cnc(OCc2ccccc2)c(Br)c1. Reaction SMILES: [Br:1][c:2]1[c:3]([Cl:11])[n:4][cH:5][c:6]([C:7](=[O:8])[OH:9])[cH:10]1.[CH2:12]([c:13]1[cH:14][cH:15][cH:16][cH:17][cH:18]1)[OH:19].[CH3:23][S:24]([CH3:25])=[O:26].[ClH:22].[K+:21].[OH-:20]>>[Br:1][c:2]1[c:3]([O:19][CH2:12][c:13]2[cH:14][cH:15][cH:16][cH:17][cH:18]2)[n:4][cH:5][c:6]([C:7](=[O:8])[OH:9])[cH:10]1. Starting materials: IC1=CC=CC=C1 (iodobenzene), C1(=CC=CC=C1)NC1=CC=CC=C1 (diphenylamine), [OH-].[K+] (potassium hydroxide). The reagents and catalysts are [Cu] (copper). Yields the product C1(=CC=CC=C1)N(C1=CC=CC=C1)C1=CC=CC=C1 (triphenylamine). Yield: 82.0%. As a reaction SMILES: I[C:2]1[CH:7]=[CH:6][CH:5]=[CH:4][CH:3]=1.[C:8]1([NH:14][C:15]2[CH:20]=[CH:19][CH:18]=[CH:17][CH:16]=2)[CH:13]=[CH:12][CH:11]=[CH:10][CH:9]=1.[OH-].[K+]>[Cu]>[C:2]1([N:14]([C:15]2[CH:16]=[CH:17][CH:18]=[CH:19][CH:20]=2)[C:8]2[CH:13]=[CH:12][CH:11]=[CH:10][CH:9]=2)[CH:7]=[CH:6][CH:5]=[CH:4][CH:3]=1 |f:2.3|. Procedure details: The same equipment and conditions as in example I were employed with the following charge: 20.4 grams (0.1 mole) iodobenzene, 27.4 grams (0.15 mole) diphenylamine, 16.8 grams (0.3 mole) potassium hydroxide flakes, 15.0 grams of copper powder and 30.0 milliliters of Soltrol® 170. The above-identified product was obtained as colorless crystals having a melting point of 125°-126° C. Yield 82%. Starting materials: CCCOc1nc(Br)c(C=NO)n1Cc1ccc(-c2ccccc2C(=O)OC(C)(C)C)cc1F, O=C([O-])[O-], COCCOC, C=CB1OB(C=C)OB(C=C)O1, [K+], [K+], O, c1ccc(P(c2ccccc2)(c2ccccc2)[Pd](P(c2ccccc2)(c2ccccc2)c2ccccc2)(P(c2ccccc2)(c2ccccc2)c2ccccc2)P(c2ccccc2)(c2ccccc2)c2ccccc2)cc1, c1ccncc1. Product: C=Cc1nc(OCCC)n(Cc2ccc(-c3ccccc3C(=O)OC(C)(C)C)cc2F)c1C=NO. RXN SMILES: [C:1]([CH3:2])([CH3:3])([CH3:4])[O:5][C:6](=[O:7])[c:8]1[c:9](-[c:14]2[cH:15][c:16]([F:34])[c:17]([CH2:20][n:21]3[c:22]([O:30][CH2:31][CH2:32][CH3:33])[n:23][c:24]([Br:29])[c:25]3[CH:26]=[N:27][OH:28])[cH:18][cH:19]2)[cH:10][cH:11][cH:12][cH:13]1.[C:60](=[O:61])([O-:62])[O-:63].[CH3:35][O:36][CH2:37][CH2:38][O:39][CH3:40].[CH:48]([B:49]1[O:50][B:51]([CH:52]=[CH2:53])[O:54][B:55]([CH:56]=[CH2:57])[O:58]1)=[CH2:59].[K+:64].[K+:65].[OH2:41].[cH:66]1[cH:67][cH:68][c:69]([P:70]([Pd:71]([P:72]([c:73]2[cH:74][cH:75][cH:76][cH:77][cH:78]2)([c:79]2[cH:80][cH:81][cH:82][cH:83][cH:84]2)[c:85]2[cH:86][cH:87][cH:88][cH:89][cH:90]2)([P:91]([c:92]2[cH:93][cH:94][cH:95][cH:96][cH:97]2)([c:98]2[cH:99][cH:100][cH:101][cH:102][cH:103]2)[c:104]2[cH:105][cH:106][cH:107][cH:108][cH:109]2)[P:110]([c:111]2[cH:112][cH:113][cH:114][cH:115][cH:116]2)([c:117]2[cH:118][cH:119][cH:120][cH:121][cH:122]2)[c:123]2[cH:124][cH:125][cH:126][cH:127][cH:128]2)([c:129]2[cH:130][cH:131][cH:132][cH:133][cH:134]2)[c:135]2[cH:136][cH:137][cH:138][cH:139][cH:140]2)[cH:141][cH:142]1.[n:42]1[cH:43][cH:44][cH:45][cH:46][cH:47]1>>[C:1]([CH3:2])([CH3:3])([CH3:4])[O:5][C:6](=[O:7])[c:8]1[c:9](-[c:14]2[cH:15][c:16]([F:34])[c:17]([CH2:20][n:21]3[c:22]([O:30][CH2:31][CH2:32][CH3:33])[n:23][c:24]([CH:37]=[CH2:38])[c:25]3[CH:26]=[N:27][OH:28])[cH:18][cH:19]2)[cH:10][cH:11][cH:12][cH:13]1.